From a dataset of the Open Reaction Database (ORD), a public repository of structured organic reaction records. describe an organic reaction: reactants, conditions, products, and yield Reactants: C(C)OCC (diethyl ether), C1(=CC=CC=C1)NN (phenylhydrazine), C(C1=CC=CC=C1)(=O)C1=C(C(=O)O)C=CC=N1 (2-benzoylnicotinic acid). Run in C1(=CC=CC=C1)C (toluene). Run at time 7 hour. Yields the product C1(=CC=CC=C1)N1N=C(C2=C(C1=O)C=CC=N2)C2=CC=CC=C2 (6,8-diphenylpyrido[2,3-d]pyridazin-5-one). RXN SMILES: [C:1]1([NH:7][NH2:8])[CH:6]=[CH:5][CH:4]=[CH:3][CH:2]=1.[C:9]([C:17]1[N:25]=[CH:24][CH:23]=[CH:22][C:18]=1[C:19](O)=[O:20])(=O)[C:10]1[CH:15]=[CH:14][CH:13]=[CH:12][CH:11]=1.C(OCC)C>C1(C)C=CC=CC=1>[C:1]1([N:7]2[C:19](=[O:20])[C:18]3[CH:22]=[CH:23][CH:24]=[N:25][C:17]=3[C:9]([C:10]3[CH:15]=[CH:14][CH:13]=[CH:12][CH:11]=3)=[N:8]2)[CH:6]=[CH:5][CH:4]=[CH:3][CH:2]=1. Reported procedure: A mixture of phenylhydrazine (5.0 g) and 2-benzoylnicotinic acid (3.25 g) in toluene was stirred at the reflux temperature for 7 hours. The solvent was then evaporated and the residue was purified by chromatography to give the crude product which, on trituration with diethyl ether, yielded the title compound as a yellow solid, 0.41 g, m.p. 173.5°-176.5° C. Reactants: compounds, ClC1=CC=C(C=C1)NC1=C(CN2C(N(C(C2(C)C)=O)C2=CC(=C(C#N)C=C2)C(F)(F)F)=O)C=C(C=C1)F (4-{3-[2-(4-chlorophenylamino)-5-fluorobenzyl]-4,4-dimethyl-2,5-dioxoimidazolidin-1-yl}-2-trifluoromethylbenzonitrile), FC=1C=CC(=C(CN2C(N(C(C2(C)C)=O)C2=CC(=C(C#N)C=C2)C(F)(F)F)=O)C1)NC1=CC=CC=C1 (4-[3-(5-fluoro-2-phenylaminobenzyl)-4,4-dimethyl-2,5-dioxoimidazolidin-1-yl]-2-trifluoromethylbenzonitrile). Product: FC=1C=CC(=C(CN2C(N(C(C2(C)C)=O)C2=CC(=C(C#N)C=C2)C(F)(F)F)=O)C1)NC1=CC=C(C=C1)F (4-{3-[5-fluoro-2-(4-fluorophenylamino)benzyl]-4,4-dimethyl-2,5-dioxoimidazolidin-1-yl}-2-trifluoromethylbenzonitrile). As a reaction SMILES: Cl[C:2]1[CH:7]=[CH:6][C:5]([NH:8][C:9]2[CH:36]=[CH:35][C:34]([F:37])=[CH:33][C:10]=2[CH2:11][N:12]2[C:16]([CH3:18])([CH3:17])[C:15](=[O:19])[N:14]([C:20]3[CH:27]=[CH:26][C:23]([C:24]#[N:25])=[C:22]([C:28]([F:31])([F:30])[F:29])[CH:21]=3)[C:13]2=[O:32])=[CH:4][CH:3]=1.[F:38]C1C=CC(NC2C=CC=CC=2)=C(C=1)CN1C(C)(C)C(=O)N(C2C=CC(C#N)=C(C(F)(F)F)C=2)C1=O>>[F:37][C:34]1[CH:35]=[CH:36][C:9]([NH:8][C:5]2[CH:6]=[CH:7][C:2]([F:38])=[CH:3][CH:4]=2)=[C:10]([CH:33]=1)[CH2:11][N:12]1[C:16]([CH3:18])([CH3:17])[C:15](=[O:19])[N:14]([C:20]2[CH:27]=[CH:26][C:23]([C:24]#[N:25])=[C:22]([C:28]([F:31])([F:30])[F:29])[CH:21]=2)[C:13]1=[O:32]. Procedure: The compounds of example 16, 4-{3-[2-(4-chlorophenylamino)-5-fluorobenzyl]-4,4-dimethyl-2,5-dioxoimidazolidin-1-yl}-2-trifluoromethylbenzonitrile (molecular weight 530.11 (C26H19ClF4N4O2); retention time Rt=2.38 min. [B]; MS (ESI): 531.21 (MH+), and of example 18, 4-[3-(5-fluoro-2-phenylaminobenzyl)-4,4-dimethyl-2,5-dioxoimidazolidin-1-yl]-2-trifluoromethylbenzonitrile (molecular weight 496.15 (C26H20F4N4O2); retention time Rt=2.28 min. [B]; MS (ESI): 497.20 (MH+) Reactants: C(=S)=S (CS2), C[Si](C)(C)[N-][Si](C)(C)C.[Li+] (lithium bistrimethylsilylamide), [Li+].CC(C)[N-]C(C)C (LDA), C1CCOC1 (THF), CI (MeI), BrCC(=O)OCC (ethyl bromoacetate), xanthate, CO (methanol), [Li]CCCC (n-BuLi), C1CCOC1 (THF). Solvent: C(C)#N (acetonitrile), C(C)#N (acetonitrile), C(C)#N (acetonitrile). Run at temperature 0 celsius, time 20 minute. Product: NC1=C(C=C(S1)OC)C(=O)OCC (5-Amino-4-carboethoxy-2-methoxythiophene). Yield: 17.0%. As a reaction SMILES: CO.[Li]CCCC.[C:8](=[S:10])=S.CI.[Li+].CC([N-:17]C(C)C)C.Br[CH2:22][C:23]([O:25][CH2:26][CH3:27])=[O:24].C[Si]([N-][Si](C)(C)C)(C)C.[Li+].C1[CH2:42][O:41][CH2:40][CH2:39]1>C(#N)C>[NH2:17][C:8]1[S:10][C:40]([O:41][CH3:42])=[CH:39][C:22]=1[C:23]([O:25][CH2:26][CH3:27])=[O:24] |f:4.5,7.8|. Reported procedure: To methanol (404 μL, 10 mmol) in THF (10 mL) at 0° C. under nitrogen was added 2.5M n-BuLi (4.0 mL, 10 mmol). After stirring 20 minutes, CS2 (600 μL, 10 mmol) was added and stirring was continued for 4 hours. The reaction was then cooled to 0° C. followed by the addition of MeI (620 μL, 10 mmol) whereupon the reaction was stirred for 4 hours at 0° C. then at ambient temperature overnight. In a separate flask the anion of acetonitrile was prepared by the dropwise addition of acetonitrile (520 μL,... Starting materials: CN(/C=C/C(=O)C1=NN(C=CC1=O)C1=CC(=CC=C1)OC(F)(F)F)C (3-((E)-3-Dimethylamino-acryloyl)-1-(3-trifluoromethoxy-phenyl)-1H-pyridazin-4-one), FC=1C=C2C(=CC(=NC2=CC1)C)NN ((6-fluoro-2-methyl-quinolin-4-yl)-hydrazine). The product is FC=1C=C2C(=CC(=NC2=CC1)C)N1N=CC=C1C1=NN(C=CC1=O)C1=CC(=CC=C1)OC(F)(F)F (3-[2-(6-Fluoro-2-methyl-quinolin-4-yl)-2H-pyrazol-3-yl]-1-(3-trifluoromethoxy-phenyl)-1H-pyridazin-4-one). As a reaction SMILES: C[N:2](C)/[CH:3]=[CH:4]/[C:5]([C:7]1[C:12](=[O:13])[CH:11]=[CH:10][N:9]([C:14]2[CH:19]=[CH:18][CH:17]=[C:16]([O:20][C:21]([F:24])([F:23])[F:22])[CH:15]=2)[N:8]=1)=O.[F:26][C:27]1[CH:28]=[C:29]2[C:34](=[CH:35][CH:36]=1)[N:33]=[C:32]([CH3:37])[CH:31]=[C:30]2[NH:38]N>>[F:26][C:27]1[CH:28]=[C:29]2[C:34](=[CH:35][CH:36]=1)[N:33]=[C:32]([CH3:37])[CH:31]=[C:30]2[N:38]1[C:5]([C:7]2[C:12](=[O:13])[CH:11]=[CH:10][N:9]([C:14]3[CH:19]=[CH:18][CH:17]=[C:16]([O:20][C:21]([F:24])([F:23])[F:22])[CH:15]=3)[N:8]=2)=[CH:4][CH:3]=[N:2]1. Procedure: The product was obtained starting from 3-((E)-3-Dimethylamino-acryloyl)-1-(3-trifluoromethoxy-phenyl)-1H-pyridazin-4-one (A-6) and (6-fluoro-2-methyl-quinolin-4-yl)-hydrazine according to the method described for example 91. MS: M=482.2 (M+H)+ RXN SMILES: [CH3:23][CH2:24][OH:25].[Cl:1][c:2]1[cH:3][c:4]2[c:9]([cH:10][cH:11]1)[O:8][C:7]1([CH2:6][C:5]2=[CH:15][C:16](=[O:17])[O:18][CH2:19][CH3:20])[CH2:12][CH2:13][CH2:14]1.[Na+:22].[OH-:21]>>[Cl:1][c:2]1[cH:3][c:4]2[c:9]([cH:10][cH:11]1)[O:8][C:7]1([CH2:6][C:5]2=[CH:15][C:16](=[O:17])[OH:18])[CH2:12][CH2:13][CH2:14]1. Starting materials: CCO, CCOC(=O)C=C1CC2(CCC2)Oc2ccc(Cl)cc21, [Na+], [OH-]. Product: O=C(O)C=C1CC2(CCC2)Oc2ccc(Cl)cc21. The reactants are FC1=C(C(=C(C(=N1)F)F)F)F (pentafluoropyridine), OC1=CC(=NN1C)C(F)(F)F (5-hydroxy-1-methyl-3-trifluoromethylpyrazole), C([O-])([O-])=O.[K+].[K+] (potassium carbonate). Run in S1(=O)(=O)CCCC1 (sulfolane), CCCCC.C(C)(=O)OCC (pentane ethyl acetate). Reaction conditions: temperature 80 celsius, time 3 hour. Product: FC=1C(=NC(=C(C1OC1=CC(=NN1C)C(F)(F)F)F)OC1=CC(=NN1C)C(F)(F)F)OC1=CC(=NN1C)C(F)(F)F (3,5-Difluoro-2.4.6-tris(1-methyl-3-trifluoromethylpyrazol-5-yloxy)pyridine). The yield is 64.4%. RXN SMILES: F[C:2]1[N:7]=[C:6](F)[C:5]([F:9])=[C:4](F)[C:3]=1[F:11].[OH:12][C:13]1[N:17]([CH3:18])[N:16]=[C:15]([C:19]([F:22])([F:21])[F:20])[CH:14]=1.[C:23](=[O:26])([O-])[O-].[K+].[K+]>S1(CCCC1)(=O)=O.CCCCC.C(OCC)(=O)C>[F:9][C:5]1[C:6]([O:26][C:23]2[N:17]([CH3:13])[N:16]=[C:15]([C:19]([F:22])([F:21])[F:20])[CH:14]=2)=[N:7][C:2]([O:12][C:13]2[N:17]([CH3:18])[N:16]=[C:15]([C:19]([F:22])([F:21])[F:20])[CH:14]=2)=[C:3]([F:11])[C:4]=1[O:12][C:13]1[N:17]([CH3:18])[N:16]=[C:15]([C:19]([F:22])([F:21])[F:20])[CH:14]=1 |f:2.3.4,6.7|. Reported procedure: A mixture of pentafluoropyridine (16.9 g, 0.1 mol), 5-hydroxy-1-methyl-3-trifluoromethylpyrazole (potassium salt, 62 g, 0.33 mol), and potassium carbonate (45.5 g, 0.33 mol) in anhydrous sulfolane (70 ml) is heated to 80° C. for 4 hours and then to 100° C. for 3 hours. The reaction mixture is diluted with pentane/ethyl acetate (1/1 by volume). After filtration through a bed of silica gel the filtrate is washed 8 times with water. The organic layer is dried with anhydrous magnesium sulfate and fi... Reactants: ClC=1C=C2C(=CNC2=CC1)C1CCNCC1 (5-chloro-3-(piperidin-4-yl)-1H-indole), ClCCCC(=O)N1CCCC2=CC=CC=C12 (4-chloro-1-(3,4-dihydro-2H-quinolin-1-yl)butan-1-one). The product is Cl.ClC=1C=C2C(=CNC2=CC1)C1CCN(CC1)CCCC(=O)N1CCCC2=CC=CC=C12 (5-Chloro-3-{1-[4-(3,4-dihydro-2H-quinolin-1-yl)-4-oxobutan-1-yl]piperidin-4-yl}-1H-indole, hydrochloride). As a reaction SMILES: [Cl:1][C:2]1[CH:3]=[C:4]2[C:8](=[CH:9][CH:10]=1)[NH:7][CH:6]=[C:5]2[CH:11]1[CH2:16][CH2:15][NH:14][CH2:13][CH2:12]1.Cl[CH2:18][CH2:19][CH2:20][C:21]([N:23]1[C:32]2[C:27](=[CH:28][CH:29]=[CH:30][CH:31]=2)[CH2:26][CH2:25][CH2:24]1)=[O:22]>>[ClH:1].[Cl:1][C:2]1[CH:3]=[C:4]2[C:8](=[CH:9][CH:10]=1)[NH:7][CH:6]=[C:5]2[CH:11]1[CH2:16][CH2:15][N:14]([CH2:18][CH2:19][CH2:20][C:21]([N:23]2[C:32]3[C:27](=[CH:28][CH:29]=[CH:30][CH:31]=3)[CH2:26][CH2:25][CH2:24]2)=[O:22])[CH2:13][CH2:12]1 |f:2.3|. Procedure: from 5-chloro-3-(piperidin-4-yl)-1H-indole and 4-chloro-1-(3,4-dihydro-2H-quinolin-1-yl)butan-1-one. Mp 158-162° C. 1H NMR (DMSO-d6): 1.85-1.95 (m, 2H); 1.95-2.20 (m, 6H); 2.60-2.75 (m, 4H); 2.95-3.15 (m, 5H); 3.55 (d, 2H); 3.70 (t, 2H); 7.05-7.25 (m, 6H); 7.40 (d, 1H); 7.75 (s, 1H); 10.45 (broad s, 1H); 11.15 (s, 1H). MS m/z: 436 (MH+), 303. The reactants are C(C)OC(C1=CC=C(C=C1)C(CN1C2=C(C=3C=C(C=CC13)C)CN(CC2)C)O)=O (4-[2-(2,8-dimethyl-1,2,3,4-tetrahydro-pyrido[4,3-b]indol-5-yl)-1-hydroxy-ethyl]-benzoicacid ethyl ester), [OH-].[NH4+] (ammonium hydroxide). Solvent: O (water). Yields the product CN1CC2=C(N(C=3C=CC(=CC23)C)CC(O)C2=CC=C(C(=O)N)C=C2)CC1 (4-[2-(2,8-dimethyl-1,2,3,4-tetrahydro-pyrido[4,3-b]indol-5-yl)-1-hydroxy-ethyl]-benzamide). RXN SMILES: C(O[C:4](=[O:29])[C:5]1[CH:10]=[CH:9][C:8]([CH:11]([OH:28])[CH2:12][N:13]2[C:21]3[CH:20]=[CH:19][C:18]([CH3:22])=[CH:17][C:16]=3[C:15]3[CH2:23][N:24]([CH3:27])[CH2:25][CH2:26][C:14]2=3)=[CH:7][CH:6]=1)C.[OH-].[NH4+:31]>O>[CH3:27][N:24]1[CH2:25][CH2:26][C:14]2[N:13]([CH2:12][CH:11]([C:8]3[CH:7]=[CH:6][C:5]([C:4]([NH2:31])=[O:29])=[CH:10][CH:9]=3)[OH:28])[C:21]3[CH:20]=[CH:19][C:18]([CH3:22])=[CH:17][C:16]=3[C:15]=2[CH2:23]1 |f:1.2|. Procedure: A solution of 4-[2-(2,8-dimethyl-1,2,3,4-tetrahydro-pyrido[4,3-b]indol-5-yl)-1-hydroxy-ethyl]-benzoicacid ethyl ester (90 mg, 0.229 mmol) in 25% ammonium hydroxide solution (5 mL) was stirred at 120° C. for 1 h. The progress of reaction was monitored by NMR and LCMS. The reaction mixture was cooled to RT, diluted with water and extracted with EtOAc (3×30 mL). The combined organic layer was dried over anhydrous sodium sulfate and concentrated under reduced pressure. The residue was purified by re...